From a dataset of the Open Reaction Database (ORD), a public repository of structured organic reaction records. describe an organic reaction: reactants, conditions, products, and yield The reactants are NC=1C(=NC(=C(C1C(=O)OCC)C(=O)OCC)Cl)C1=CC=C(C=C1)N (3-amino-6-chloro-4,5-diethoxycarbonyl-2-(4-aminophenyl)pyridine), O.NN (hydrazine monohydrate), ice water. Run in C(C)(=O)O (acetic acid). Reaction conditions: temperature 90 celsius. Product: NC1=C(N=C(C=2C(NNC(C21)=O)=O)Cl)C2=CC=C(C=C2)N (8-Amino-5-chloro-7-(4-aminophenyl)pyrido[3,4-d]pyridazine-1,4(2H,3H)dione). RXN SMILES: [NH2:1][C:2]1[C:3]([C:19]2[CH:24]=[CH:23][C:22]([NH2:25])=[CH:21][CH:20]=2)=[N:4][C:5]([Cl:18])=[C:6]([C:13](OCC)=[O:14])[C:7]=1[C:8](OCC)=[O:9].O.[NH2:27][NH2:28]>C(O)(=O)C>[NH2:1][C:2]1[C:7]2[C:8](=[O:9])[NH:28][NH:27][C:13](=[O:14])[C:6]=2[C:5]([Cl:18])=[N:4][C:3]=1[C:19]1[CH:24]=[CH:23][C:22]([NH2:25])=[CH:21][CH:20]=1 |f:1.2|. Procedure details: To 0.30 g of 3-amino-6-chloro-4,5-diethoxycarbonyl-2-(4-aminophenyl)pyridine was added 6 ml of hydrazine monohydrate, and the mixture was heated at 90° C. for 30 minutes. The reaction mixture was poured into 150 ml of ice-water and the mixture was adjusted to pH 6 with acetic acid. The resultant precipitate was collected by filtration, and washed with water, followed by reprecipitation from DMSO/H2O, whereby 0.21 g of the title compound was obtained as orange powder. Starting materials: CN(N)C (1,1-dimethylhydrazine), FC1=C(C(=O)C(C(=O)OCC)=COCC)C=C(C(=C1F)F)F (ethyl 2-(2,3,4,5-tetrafluorobenzoyl)-3-ethoxy-acrylate), O (H2O). Run in C(C)O (ethanol). The product is FC1=C(C(=O)C(C(=O)OCC)=CNN(C)C)C=C(C(=C1F)F)F (ethyl 2-(2,3,4,5-tetrafluorobenzoyl)-3-(2,2-dimethylhydrazino)-acrylate). As a reaction SMILES: [CH3:1][N:2]([CH3:4])[NH2:3].[F:5][C:6]1[C:23]([F:24])=[C:22]([F:25])[C:21]([F:26])=[CH:20][C:7]=1[C:8]([C:10](=[CH:16]OCC)[C:11]([O:13][CH2:14][CH3:15])=[O:12])=[O:9].O>C(O)C>[F:5][C:6]1[C:23]([F:24])=[C:22]([F:25])[C:21]([F:26])=[CH:20][C:7]=1[C:8]([C:10](=[CH:16][NH:3][N:2]([CH3:4])[CH3:1])[C:11]([O:13][CH2:14][CH3:15])=[O:12])=[O:9]. Reported procedure: 3.1 g of 1,1-dimethylhydrazine are added dropwise to a solution of16 g of ethyl 2-(2,3,4,5-tetrafluorobenzoyl)-3-ethoxy-acrylate in 60 ml of ethanol, while cooling with ice and stirring. The mixture is stirred at room temperature for 1 hour, 60 ml of H2O are added, the mixture is cooled with ice and the precipitate is filtered off with suction and washed with water/ethanol (1:1). 12.9 g of ethyl 2-(2,3,4,5-tetrafluorobenzoyl)-3-(2,2-dimethylhydrazino)-acrylate of melting point 81° C. are obtaine... Starting materials: N#Cc1ccc(NCCNc2nc(Cl)cc3ncnn23)nc1, OB(O)c1ccc(Cl)cc1Cl, [Na+], [Na+], O=C([O-])[O-], C1COCCO1, c1ccc(P(c2ccccc2)(c2ccccc2)[Pd](P(c2ccccc2)(c2ccccc2)c2ccccc2)(P(c2ccccc2)(c2ccccc2)c2ccccc2)P(c2ccccc2)(c2ccccc2)c2ccccc2)cc1. Yields the product N#Cc1ccc(NCCNc2nc(-c3ccc(Cl)cc3Cl)cc3ncnn23)nc1. RXN SMILES: [Cl:1][c:2]1[cH:3][c:4]2[n:5]([c:6]([NH:8][CH2:9][CH2:10][NH:11][c:12]3[n:13][cH:14][c:15]([C:16]#[N:17])[cH:18][cH:19]3)[n:7]1)[n:20][cH:21][n:22]2.[Cl:23][c:24]1[c:25]([B:31]([OH:32])[OH:33])[cH:26][cH:27][c:28]([Cl:30])[cH:29]1.[Na+:34].[Na+:35].[O-:36][C:37](=[O:38])[O-:39].[O:117]1[CH2:118][CH2:119][O:120][CH2:121][CH2:122]1.[cH:40]1[cH:41][cH:42][c:43]([P:44]([Pd:45]([P:46]([c:47]2[cH:48][cH:49][cH:50][cH:51][cH:52]2)([c:53]2[cH:54][cH:55][cH:56][cH:57][cH:58]2)[c:59]2[cH:60][cH:61][cH:62][cH:63][cH:64]2)([P:65]([c:66]2[cH:67][cH:68][cH:69][cH:70][cH:71]2)([c:72]2[cH:73][cH:74][cH:75][cH:76][cH:77]2)[c:78]2[cH:79][cH:80][cH:81][cH:82][cH:83]2)[P:84]([c:85]2[cH:86][cH:87][cH:88][cH:89][cH:90]2)([c:91]2[cH:92][cH:93][cH:94][cH:95][cH:96]2)[c:97]2[cH:98][cH:99][cH:100][cH:101][cH:102]2)([c:103]2[cH:104][cH:105][cH:106][cH:107][cH:108]2)[c:109]2[cH:110][cH:111][cH:112][cH:113][cH:114]2)[cH:115][cH:116]1>>[c:2]1(-[c:25]2[c:24]([Cl:23])[cH:29][c:28]([Cl:30])[cH:27][cH:26]2)[cH:3][c:4]2[n:5]([c:6]([NH:8][CH2:9][CH2:10][NH:11][c:12]3[n:13][cH:14][c:15]([C:16]#[N:17])[cH:18][cH:19]3)[n:7]1)[n:20][cH:21][n:22]2. Starting materials: COc1ccc(Br)c(OC)c1, C1CCOC1, CCOCC, O=C1CCCC1Cl, Cl. Yields the product COc1ccc(C2CCCC2=O)c(OC)c1. Reaction SMILES: [Br:1][c:2]1[c:3]([O:10][CH3:11])[cH:4][c:5]([O:8][CH3:9])[cH:6][cH:7]1.[CH2:20]1[O:21][CH2:22][CH2:23][CH2:24]1.[CH3:25][CH2:26][O:27][CH2:28][CH3:29].[Cl:12][CH:13]1[C:14](=[O:18])[CH2:15][CH2:16][CH2:17]1.[ClH:19]>>[c:2]1([CH:13]2[C:14](=[O:18])[CH2:15][CH2:16][CH2:17]2)[c:3]([O:10][CH3:11])[cH:4][c:5]([O:8][CH3:9])[cH:6][cH:7]1.